Dataset: the Open Reaction Database (ORD), a public repository of structured organic reaction records. Task: describe an organic reaction: reactants, conditions, products, and yield The reactants are Br, CC1(C)C(C(=O)O)C1(C)C, COCCCn1ccsc1=N. The product is COCCCn1ccsc1=NC(=O)C1C(C)(C)C1(C)C. Reaction SMILES: [BrH:1].[CH3:13][C:14]1([CH3:15])[CH:16]([C:17]([OH:18])=[O:19])[C:20]1([CH3:21])[CH3:22].[CH3:2][O:3][CH2:4][CH2:5][CH2:6][n:7]1[c:8](=[NH:12])[s:9][cH:10][cH:11]1>>[CH3:2][O:3][CH2:4][CH2:5][CH2:6][n:7]1[c:8](=[N:12][C:17]([CH:16]2[C:14]([CH3:13])([CH3:15])[C:20]2([CH3:21])[CH3:22])=[O:18])[s:9][cH:10][cH:11]1. Reactants: FC1=C(NC(C)=O)C=CC(=C1F)C=O (2',3'-difluoro-4'-formylacetanilide), solution, C[Mg+].[Br-] (MeMgBr), CC(=O)O (AcOH), ice H2O. The solvent is C1CCOC1 (THF). Conditions: temperature 15 celsius, time 20 minute. Yields the product FC1=C(NC(C)=O)C=CC(=C1F)C(C)O (2',3'-difluoro-4'-(1-hydroxyethyl)-acetanilide). RXN SMILES: [F:1][C:2]1[C:11]([F:12])=[C:10]([CH:13]=[O:14])[CH:9]=[CH:8][C:3]=1[NH:4][C:5](=[O:7])[CH3:6].C[Mg+].[Br-].[CH3:18]C(O)=O>C1COCC1>[F:1][C:2]1[C:11]([F:12])=[C:10]([CH:13]([OH:14])[CH3:18])[CH:9]=[CH:8][C:3]=1[NH:4][C:5](=[O:7])[CH3:6] |f:1.2|. Reported procedure: To a stirred solution of 7.7 g of 2',3'-difluoro-4'-formylacetanilide in 190 mL of THF under an N2 atmosphere is added 29 mL of a 2.85M solution of MeMgBr at a temperature of 10°-20° C. The thick suspension is stirred 20 minutes at 20°-25° C., cooled to 15° C. and 5 mL of AcOH cautiously added. The mixture is then poured onto 500 mL of ice/H2O and the product extracted into 500 mL of CH2CL2. This extract is washed with H2O, saturated NaHCO3 and H2O (100 mL each) and stripped to give 8.1 g of yel... The reactants are BrCCCCN1C(C2=CC=CC=C2C1=O)=O (2-(4-bromobutyl)isoindole-1,3(2H)dione), N1=C(N=CC=C1)N1CCNCC1 (1-(2-pyrimidyl)piperazine), C(=O)([O-])[O-].[K+].[K+] (K2CO3). Product: N1=C(N=CC=C1)N1CCN(CC1)CCCCN1C(C2=CC=CC=C2C1=O)=O (2-(4-(4-(2-pyrimidinyl)-1-piperazinyl)butyl)isoindole-1,3(2H)dione). RXN SMILES: Br[CH2:2][CH2:3][CH2:4][CH2:5][N:6]1[C:14](=[O:15])[C:13]2[C:8](=[CH:9][CH:10]=[CH:11][CH:12]=2)[C:7]1=[O:16].[N:17]1[CH:22]=[CH:21][CH:20]=[N:19][C:18]=1[N:23]1[CH2:28][CH2:27][NH:26][CH2:25][CH2:24]1.C([O-])([O-])=O.[K+].[K+]>>[N:17]1[CH:22]=[CH:21][CH:20]=[N:19][C:18]=1[N:23]1[CH2:28][CH2:27][N:26]([CH2:2][CH2:3][CH2:4][CH2:5][N:6]2[C:14](=[O:15])[C:13]3[C:8](=[CH:9][CH:10]=[CH:11][CH:12]=3)[C:7]2=[O:16])[CH2:25][CH2:24]1 |f:2.3.4|. Procedure: 0.2 mol of 2-(4-bromobutyl)isoindole-1,3(2H)dione and 0.2 mol of 1-(2-pyrimidyl)piperazine are stirred with 0.2 mol of K2CO3 at 120°-130° C. under an atmosphere of N2 overnight. The mixture is then evaporated to dryness. Water is added and the residue is taken up in methylene chloride. After drying the organic solution, it is evaporated to obtain an oil which crystallises on trituration with cyclohexane. Starting materials: C(C)(=O)N1CCN(CC1)C1=NC(=CC(=N1)F)N(C)C (1-Acetyl-4-(6-(dimethylamino)-4-fluoropyrimidin-2-yl)piperazine), CNC.C(C)O (dimethylamine ethanol). Conditions: temperature 100 celsius, time 5 hour. Product: C(C)(=O)N1CCN(CC1)C1=NC(=CC(=N1)N(C)C)N(C)C (1-Acetyl-4-(4,6-bis(dimethylamino)pyrimidin-2-yl)piperazine). Reaction SMILES: [C:1]([N:4]1[CH2:9][CH2:8][N:7]([C:10]2[N:15]=[C:14](F)[CH:13]=[C:12]([N:17]([CH3:19])[CH3:18])[N:11]=2)[CH2:6][CH2:5]1)(=[O:3])[CH3:2].[CH3:20][NH:21][CH3:22].C(O)C>>[C:1]([N:4]1[CH2:9][CH2:8][N:7]([C:10]2[N:15]=[C:14]([N:21]([CH3:22])[CH3:20])[CH:13]=[C:12]([N:17]([CH3:19])[CH3:18])[N:11]=2)[CH2:6][CH2:5]1)(=[O:3])[CH3:2] |f:1.2|. Procedure details: 1-Acetyl-4-(6-(dimethylamino)-4-fluoropyrimidin-2-yl)piperazine (1.0 g) was dissolved in 12% dimethylamine-ethanol solution (30 ml) in an autoclave, and the mixture was stirred at 100° C. for 5 hr. The reaction mixture was concentrated under reduced pressure and chloroform was added to the reside. The chloroform solution was washed with brine and dried over anhydrous sodium sulfate. The solvent was evaporated to give the title compound (1.3 g) as a pale-yellow solid.